From a dataset of the Open Reaction Database (ORD), a public repository of structured organic reaction records. describe an organic reaction: reactants, conditions, products, and yield Yields the product COCCOCOCCN(C)C=1OCC(C1C(=O)OCC)=O (ethyl 2-({2-[(2-methoxyethoxy)methoxy]ethyl}-N-methylamino)-4-oxo-4,5-dihydrofuran-3-carboxylate). Run at time 16 hour. Reported procedure: To a solution of ethyl 2-[(2-hydroxyethyl)-N-methylamino]-4-oxo-4,5-dihydrofuran-3-carboxylate (0.5 g, 2.18 mmol) which similarly prepared according to the procedure described in the Example 74, Fourth step in dichloromethane (6.0 mL) that cooled with ice bath, diisopropylethylamine (0.75 mL, 4.36 mmol) then 2-methoxyethoxymethyl chloride (0.5 mL, 4.36 mmol) were added. The reaction mixture was allowed to warm to ambient temperature and stirred for 16 h. The reaction mixture was diluted with wat... Run in ClCCl (dichloromethane), O (water). Starting materials: OCCN(C)C=1OCC(C1C(=O)OCC)=O (ethyl 2-[(2-hydroxyethyl)-N-methylamino]-4-oxo-4,5-dihydrofuran-3-carboxylate), C(C)(C)N(CC)C(C)C (diisopropylethylamine), COCCOCCl (2-methoxyethoxymethyl chloride). As a reaction SMILES: [OH:1][CH2:2][CH2:3][N:4]([C:6]1[O:7][CH2:8][C:9](=[O:16])[C:10]=1[C:11]([O:13][CH2:14][CH3:15])=[O:12])[CH3:5].C(N(C(C)C)CC)(C)C.[CH3:26][O:27][CH2:28][CH2:29][O:30][CH2:31]Cl>ClCCl.O>[CH3:26][O:27][CH2:28][CH2:29][O:30][CH2:31][O:1][CH2:2][CH2:3][N:4]([C:6]1[O:7][CH2:8][C:9](=[O:16])[C:10]=1[C:11]([O:13][CH2:14][CH3:15])=[O:12])[CH3:5]. Starting materials: C1CCOC1, CCOC(C)=O, OCC(CO)C(Sc1ccc(Cl)cc1)c1c(F)ccc(F)c1F, [H-], [Na+], O. Yields the product OCC1COc2c(F)ccc(F)c2C1Sc1ccc(Cl)cc1. As a reaction SMILES: [CH2:33]1[O:34][CH2:35][CH2:36][CH2:37]1.[CH3:27][CH2:28][O:29][C:30](=[O:31])[CH3:32].[Cl:1][c:2]1[cH:3][cH:4][c:5]([S:8][CH:9]([CH:10]([CH2:11][OH:12])[CH2:13][OH:14])[c:15]2[c:16]([F:23])[c:17]([F:22])[cH:18][cH:19][c:20]2[F:21])[cH:6][cH:7]1.[H-:25].[Na+:24].[OH2:26]>>[Cl:1][c:2]1[cH:3][cH:4][c:5]([S:8][CH:9]2[CH:10]([CH2:13][OH:14])[CH2:11][O:12][c:16]3[c:15]2[c:20]([F:21])[cH:19][cH:18][c:17]3[F:22])[cH:6][cH:7]1. As a reaction SMILES: [Cl:1][CH2:2][Cl:3].[Cl:4][c:5]1[cH:6][c:7]([NH:19][c:20]2[n:21][cH:22][n:23][c:24]3[c:25]2[c:26]2[c:27]([s:38]3)-[c:28]3[cH:29][n:30]([CH2:35][CH2:36][OH:37])[n:31][c:32]3[CH2:33][CH2:34]2)[cH:8][cH:9][c:10]1[O:11][CH2:12][c:13]1[n:14][cH:15][cH:16][cH:17][cH:18]1.[OH2:43].[S:39]([Br:40])([Br:41])=[O:42]>>[Cl:4][c:5]1[cH:6][c:7]([NH:19][c:20]2[n:21][cH:22][n:23][c:24]3[c:25]2[c:26]2[c:27]([s:38]3)-[c:28]3[cH:29][n:30]([CH2:35][CH2:36][Br:41])[n:31][c:32]3[CH2:33][CH2:34]2)[cH:8][cH:9][c:10]1[O:11][CH2:12][c:13]1[n:14][cH:15][cH:16][cH:17][cH:18]1. Product: Clc1cc(Nc2ncnc3sc4c(c23)CCc2nn(CCBr)cc2-4)ccc1OCc1ccccn1. Reactants: ClCCl, OCCn1cc2c(n1)CCc1c-2sc2ncnc(Nc3ccc(OCc4ccccn4)c(Cl)c3)c12, O, O=S(Br)Br. Reactants: COCC(=O)C1C(=O)N(NC(=O)OC(C)(C)C)c2ccccc2-c2ccccc21, Cl, C1COCCO1. Product: Cl, COCC(=O)C1C(=O)N(N)c2ccccc2-c2ccccc21. RXN SMILES: [C:1]([O:2][C:3]([CH3:4])([CH3:5])[CH3:6])(=[O:7])[NH:8][N:9]1[c:10]2[c:11]([cH:26][cH:27][cH:28][cH:29]2)-[c:12]2[c:13]([cH:22][cH:23][cH:24][cH:25]2)[CH:14]([C:17]([CH2:18][O:19][CH3:20])=[O:21])[C:15]1=[O:16].[ClH:30].[O:31]1[CH2:32][CH2:33][O:34][CH2:35][CH2:36]1>>[ClH:30].[NH2:8][N:9]1[c:10]2[c:11]([cH:26][cH:27][cH:28][cH:29]2)-[c:12]2[c:13]([cH:22][cH:23][cH:24][cH:25]2)[CH:14]([C:17]([CH2:18][O:19][CH3:20])=[O:21])[C:15]1=[O:16]. The reactants are C(CCC)C1=CC=C(C=C1)CNCCCCCCO (6-[[(4-butylphenyl)methyl]amino]-1-hexanol), ClC(=O)OC1=CC=CC=C1 (phenyl chloroformate). The solvent is C1(=CC=CC=C1)C (toluene), C1(=CC=CC=C1)C (toluene). Run at time 24 hour. Product: C1(=CC=CC=C1)OC(N(CCCCCCO)CC1=CC=C(C=C1)CCCC)=O (Phenyl[(4-butylphenyl)methyl][6-hydroxyhexyl]carbamate). Yield: 66.1%. RXN SMILES: [CH2:1]([C:5]1[CH:10]=[CH:9][C:8]([CH2:11][NH:12][CH2:13][CH2:14][CH2:15][CH2:16][CH2:17][CH2:18][OH:19])=[CH:7][CH:6]=1)[CH2:2][CH2:3][CH3:4].Cl[C:21]([O:23][C:24]1[CH:29]=[CH:28][CH:27]=[CH:26][CH:25]=1)=[O:22]>C1(C)C=CC=CC=1>[C:24]1([O:23][C:21](=[O:22])[N:12]([CH2:11][C:8]2[CH:7]=[CH:6][C:5]([CH2:1][CH2:2][CH2:3][CH3:4])=[CH:10][CH:9]=2)[CH2:13][CH2:14][CH2:15][CH2:16][CH2:17][CH2:18][OH:19])[CH:29]=[CH:28][CH:27]=[CH:26][CH:25]=1. Procedure: To a stirred solution of 7.26 g of 6-[[(4-butylphenyl)methyl]amino]-1-hexanol in 50 ml of toluene was added a solution of 2.16 g of phenyl chloroformate in 20 ml of toluene, with the immediate precipitation of a white solid. The resulting mixture was stirred at room temperature for 24 hours. The mixture was filtered, and the filter was washed with toluene. The combined filtrate and wash was evaporated in vacuo and gave a colorless oil. The oil was Kugelrohr distilled and gave 3.5 g of the desire...